Dataset: the Open Reaction Database (ORD), a public repository of structured organic reaction records. Task: describe an organic reaction: reactants, conditions, products, and yield Starting materials: O=C=Nc1ccc(Br)c(C(F)(F)F)c1, Nc1ccc(Br)c(C(F)(F)F)c1, CNC(=O)c1cc(Oc2ccc(N)cc2)ccn1. Yields the product CNC(=O)c1cc(Oc2ccc(N)cc2)ccn1, NC(N)=O. As a reaction SMILES: [Br:13][c:14]1[cH:15][cH:16][c:17]([N:20]=[C:21]=[O:22])[cH:18][c:19]1[C:23]([F:24])([F:25])[F:26].[Br:1][c:2]1[cH:3][cH:4][c:5]([NH2:6])[cH:7][c:8]1[C:9]([F:10])([F:11])[F:12].[CH3:27][NH:28][C:29](=[O:30])[c:31]1[n:32][cH:33][cH:34][c:35]([O:37][c:38]2[cH:39][cH:40][c:41]([NH2:42])[cH:43][cH:44]2)[cH:36]1>>[CH3:27][NH:28][C:29](=[O:30])[c:31]1[n:32][cH:33][cH:34][c:35]([O:37][c:38]2[cH:39][cH:40][c:41]([NH2:42])[cH:43][cH:44]2)[cH:36]1.[NH2:6][C:21]([NH2:20])=[O:22]. Starting materials: CC1(c2cc(Br)cc([N+](=O)[O-])c2)COCC(=S)N1, CC(C)(C)OO, CO, N, N, [Na+], [Na+], O=S([O-])([O-])=S, [OH-]. The product is CC1(c2cc(Br)cc([N+](=O)[O-])c2)COCC(N)=N1. Reaction SMILES: [Br:1][c:2]1[cH:3][c:4]([C:11]2([CH3:18])[NH:12][C:13](=[S:17])[CH2:14][O:15][CH2:16]2)[cH:5][c:6]([N+:8](=[O:9])[O-:10])[cH:7]1.[C:19]([O:20][OH:21])([CH3:22])([CH3:23])[CH3:24].[CH3:35][OH:36].[NH3:26].[NH3:34].[Na+:27].[Na+:28].[O-:29][S:30]([O-:31])(=[S:32])=[O:33].[OH-:25]>>[Br:1][c:2]1[cH:3][c:4]([C:11]2([CH3:18])[N:12]=[C:13]([NH2:26])[CH2:14][O:15][CH2:16]2)[cH:5][c:6]([N+:8](=[O:9])[O-:10])[cH:7]1. Starting materials: N(c1nnc(s1)[C@@H]1C[C@H](Cc2nnc(cc2)NC(=O)Cc2ccccn2)CC1)C(Cc1ncccc1)=O. Reagents/catalysts: c1ccc(cc1)-c2c3ccccc3cc4ccccc24 (9-Phenylanthracene), [OH-].[Na+] (NaOH), O (water). Solvent: O (Water). Reaction conditions: temperature 22 celsius, time 18 hour. The product is Nc1ccc(C[C@@H]2CC[C@@H](C2)c3nnc(NC(=O)Cc4ccccn4)s3)nn1. As a reaction SMILES: O=C([NH:1][c:2]1[n:28][n:27][c:5]([CH2:6][C@H:7]2[CH2:11][C@@H:10]([c:12]3[s:26][c:15]([NH:16][C:17]([CH2:19][c:20]4[n:25][cH:24][cH:23][cH:22][cH:21]4)=[O:18])[n:14][n:13]3)[CH2:9][CH2:8]2)[cH:4][cH:3]1)Cc5ncccc5>>[NH2:1][c:2]1[n:28][n:27][c:5]([CH2:6][C@H:7]2[CH2:11][C@@H:10]([c:12]3[s:26][c:15]([NH:16][C:17]([CH2:19][c:20]4[n:25][cH:24][cH:23][cH:22][cH:21]4)=[O:18])[n:14][n:13]3)[CH2:9][CH2:8]2)[cH:4][cH:3]1. Yield: 53.8%. The product is C(CCCCC)NCCCN(C)C (N-hexyl-N′,N′-dimethylpropane-1,3-diamine). Procedure details: A solution of n-capronaldehyde (3.79 g, 37.8 mmol) and N,N-dimethylpropane-1,3-diamine (5 mL, 39.7 mmol) in anhydrous methanol (140 mL) was stirred at room temperature for 3 hours. To this solution was added slowly sodium borohydride (2.15 g, 56.8 mmol) over 5 minutes. The solution was stirred for 30 minutes then quenched with 1M NaOH (75 mL), diluted with water (125 mL) and extracted with ethyl acetate (3×150 mL). The combined ethyl acetate extracts were dried on magnesium sulfate, filtered and... Starting materials: CCCCCC=O (n-capronaldehyde), CN(CCCN)C (N,N-dimethylpropane-1,3-diamine), [BH4-].[Na+] (sodium borohydride). Solvent: CO (methanol). As a reaction SMILES: [CH3:1][CH2:2][CH2:3][CH2:4][CH2:5][CH:6]=O.[CH3:8][N:9]([CH3:14])[CH2:10][CH2:11][CH2:12][NH2:13].[BH4-].[Na+]>CO>[CH2:6]([NH:13][CH2:12][CH2:11][CH2:10][N:9]([CH3:14])[CH3:8])[CH2:5][CH2:4][CH2:3][CH2:2][CH3:1] |f:2.3|. Conditions: time 30 minute.